Task: describe an organic reaction: reactants, conditions, products, and yield. Dataset: the Open Reaction Database (ORD), a public repository of structured organic reaction records Reactants: C(C)(C)NC(C)C.[Li] (lithium diisopropylamine), C1(=CC=CC=C1)C(C)N1C(CCC1)=O (1-phenylethyl-2-pyrrolidone), C(C)(=O)O (acetic acid), C(CC)Br (1-propyl bromide). Solvent: O1CCCC1 (tetrahydrofuran). Conditions: temperature -78 celsius, time 1.5 hour. Yields the product C(CC1=CC=CC=C1)N1C(C(CC1)CCC)=O (1-phenethyl-3-propylpyrrolidin-2-one). Reaction SMILES: [CH:1](NC(C)C)([CH3:3])[CH3:2].[Li].[C:9]1([CH:15]([N:17]2[CH2:21][CH2:20][CH2:19][C:18]2=[O:22])C)[CH:14]=[CH:13][CH:12]=[CH:11][CH:10]=1.[CH2:23](Br)CC.C(O)(=O)C>O1CCCC1>[CH2:15]([N:17]1[CH2:21][CH2:20][CH:19]([CH2:2][CH2:1][CH3:3])[C:18]1=[O:22])[CH2:9][C:14]1[CH:23]=[CH:10][CH:11]=[CH:12][CH:13]=1 |f:0.1,^1:7|. Reported procedure: To a 2 M lithium diisopropylamine solution in tetrahydrofuran of −78° C. is added 1-phenylethyl-2-pyrrolidone and the mixture is stirred for 1.5 h at −78° C. Then 1-propyl bromide is added and the reaction is stirred for another 1.5 h at −78° C. The reaction mixture is allowed to warm up to 0° C. before ice-cold water with acetic acid is added and subsequently extracted 3 times with dichloromethane. The dichloromethane is concentrated in vacuo and the residue is dissolved in dichloromethane, was... Starting materials: CCOC(=O)C=Cc1ccc([N+](=O)[O-])cc1, [Na+], C1COCCO1, [OH-]. The product is O=C(O)C=Cc1ccc([N+](=O)[O-])cc1. RXN SMILES: [N+:1](=[O:2])([O-:3])[c:4]1[cH:5][cH:6][c:7]([CH:10]=[CH:11][C:12](=[O:13])[O:14][CH2:15][CH3:16])[cH:8][cH:9]1.[Na+:18].[O:19]1[CH2:20][CH2:21][O:22][CH2:23][CH2:24]1.[OH-:17]>>[N+:1](=[O:2])([O-:3])[c:4]1[cH:5][cH:6][c:7]([CH:10]=[CH:11][C:12](=[O:13])[OH:14])[cH:8][cH:9]1. Reactants: CC(COC1=CC=C(C=C1)C=1N=CC(=NC1)O)CC (5-[4-(2-methylbutoxy)-phenyl]-2-pyrazinol), FC1=C(C(=O)Cl)C=CC(=C1)CCCCCCCC (2-fluoro-4-octylbenzoyl chloride). Run in N1=CC=CC=C1 (pyridine). Reaction conditions: time 8 hour. Product: FC1=C(C(=O)OC2=NC=C(N=C2)C2=CC=C(C=C2)OCC(CC)C)C=CC(=C1)CCCCCCCC (2-(2-fluoro-4-octylbenzoyloxy)-5-[4-(2-methylbutoxy)-phenyl]-pyrazine). Reaction SMILES: [CH3:1][CH:2]([CH2:18][CH3:19])[CH2:3][O:4][C:5]1[CH:10]=[CH:9][C:8]([C:11]2[N:12]=[CH:13][C:14]([OH:17])=[N:15][CH:16]=2)=[CH:7][CH:6]=1.[F:20][C:21]1[CH:29]=[C:28]([CH2:30][CH2:31][CH2:32][CH2:33][CH2:34][CH2:35][CH2:36][CH3:37])[CH:27]=[CH:26][C:22]=1[C:23](Cl)=[O:24]>N1C=CC=CC=1>[F:20][C:21]1[CH:29]=[C:28]([CH2:30][CH2:31][CH2:32][CH2:33][CH2:34][CH2:35][CH2:36][CH3:37])[CH:27]=[CH:26][C:22]=1[C:23]([O:17][C:14]1[CH:13]=[N:12][C:11]([C:8]2[CH:9]=[CH:10][C:5]([O:4][CH2:3][CH:2]([CH3:1])[CH2:18][CH3:19])=[CH:6][CH:7]=2)=[CH:16][N:15]=1)=[O:24]. Reported procedure: 8.0 mmol of 5-[4-(2-methylbutoxy)-phenyl]-2-pyrazinol (known from Japanese Preliminary Published Application 92,276/'85) are added with stirring to a mixture of 7.0 mmol of 2-fluoro-4-octylbenzoyl chloride and 5 ml of pyridine and left to stand overnight. This gives optically active (S) 2-(2-fluoro-4-octylbenzoyloxy)-5-[4-(2-methylbutoxy)-phenyl]-pyrazine after extraction with toluene (30 ml) and water (20 ml), working up of the toluene phase and subsequent distillation. Reactants: C, CCO, CCOC(=O)CCC(=O)NCc1ccc([N+](=O)[O-])cc1, [Pd]. Product: CCOC(=O)CCC(=O)NCc1ccc(N)cc1. Reaction SMILES: [C:21].[CH3:23][CH2:24][OH:25].[N+:1]([O-:2])(=[O:3])[c:4]1[cH:5][cH:6][c:7]([CH2:8][NH:9][C:10]([CH2:11][CH2:12][C:13](=[O:14])[O:15][CH2:16][CH3:17])=[O:18])[cH:19][cH:20]1.[Pd:22]>>[NH2:1][c:4]1[cH:5][cH:6][c:7]([CH2:8][NH:9][C:10]([CH2:11][CH2:12][C:13](=[O:14])[O:15][CH2:16][CH3:17])=[O:18])[cH:19][cH:20]1. Reactants: C(C)(C)(C)OC(=O)N[C@H]([C@H](CO)OCC1=CC=CC=C1)CC1CCCCC1 (3(S)-t-Butoxycarbonylamino-2(R)-benzyloxy-4-cyclohexyl-1-butanol), Cl (HCl). The solvent is CCOCC (ether). Run at temperature 0 celsius, time 2 hour. Product: N[C@H]([C@H](CO)OCC1=CC=CC=C1)CC1CCCCC1 (3(S)-amino-2(R)-benzyloxy-4-cyclohexyl-1-butanol). Yield: 110.9%. Reaction SMILES: C(OC([NH:8][C@@H:9]([CH2:21][CH:22]1[CH2:27][CH2:26][CH2:25][CH2:24][CH2:23]1)[C@@H:10]([O:13][CH2:14][C:15]1[CH:20]=[CH:19][CH:18]=[CH:17][CH:16]=1)[CH2:11][OH:12])=O)(C)(C)C.Cl>CCOCC>[NH2:8][C@@H:9]([CH2:21][CH:22]1[CH2:23][CH2:24][CH2:25][CH2:26][CH2:27]1)[C@@H:10]([O:13][CH2:14][C:15]1[CH:16]=[CH:17][CH:18]=[CH:19][CH:20]=1)[CH2:11][OH:12]. Procedure details: 3(S)-t-Butoxycarbonylamino-2(R)-benzyloxy-4-cyclohexyl-1-butanol (108 mg) (U.S. Pat. No. 4,668,769), Example 1J was dissolved in 0.5 mL ether and cooled to 0° C. Into this solution was introduced excess anhydrous HCl and the solution was stirred at 25° C. for 2 hours and concentrated giving 88 mg of colorless solid, TLC Rf 0.28 in System A.